Dataset: the Open Reaction Database (ORD), a public repository of structured organic reaction records. Task: describe an organic reaction: reactants, conditions, products, and yield Reactants: COC(=O)N1CCC(CO)CC1Cc1ccc(C(C)(C)C)cc1, ClC(Cl)(Cl)Cl, CC#N, ClCCl, [O-][I+3]([O-])([O-])[O-], [Na+], O, Cl[Ru](Cl)Cl. Yields the product COC(=O)N1CCC(C(=O)O)CC1Cc1ccc(C(C)(C)C)cc1. As a reaction SMILES: [C:1]([CH3:2])([CH3:3])([CH3:4])[c:5]1[cH:6][cH:7][c:8]([CH2:9][CH:10]2[N:11]([C:18](=[O:19])[O:20][CH3:21])[CH2:12][CH2:13][CH:14]([CH2:16][OH:17])[CH2:15]2)[cH:22][cH:23]1.[C:33]([Cl:34])([Cl:35])([Cl:36])[Cl:37].[CH3:30][C:31]#[N:32].[Cl:39][CH2:40][Cl:41].[I+3:24]([O-:25])([O-:26])([O-:27])[O-:28].[Na+:29].[OH2:38].[Ru:42]([Cl:43])([Cl:44])[Cl:45]>>[C:1]([CH3:2])([CH3:3])([CH3:4])[c:5]1[cH:6][cH:7][c:8]([CH2:9][CH:10]2[N:11]([C:18](=[O:19])[O:20][CH3:21])[CH2:12][CH2:13][CH:14]([C:16](=[O:17])[OH:25])[CH2:15]2)[cH:22][cH:23]1. Reactants: CC(C)O, COc1ccc(Nc2nc(Cl)nc(NC3CCCCCC3)n2)cc1Cl, [Na+], [OH-], c1ccccc1. The product is COc1ccc(Nc2nc(NC3CCCCCC3)nc(OC(C)C)n2)cc1Cl. As a reaction SMILES: [CH:1]([CH3:2])([CH3:3])[OH:4].[Cl:7][c:8]1[n:9][c:10]([NH:24][CH:25]2[CH2:26][CH2:27][CH2:28][CH2:29][CH2:30][CH2:31]2)[n:11][c:12]([NH:14][c:15]2[cH:16][c:17]([Cl:23])[c:18]([O:21][CH3:22])[cH:19][cH:20]2)[n:13]1.[Na+:6].[OH-:5].[cH:32]1[cH:33][cH:34][cH:35][cH:36][cH:37]1>>[CH:1]([CH3:2])([CH3:3])[O:4][c:8]1[n:9][c:10]([NH:24][CH:25]2[CH2:26][CH2:27][CH2:28][CH2:29][CH2:30][CH2:31]2)[n:11][c:12]([NH:14][c:15]2[cH:16][c:17]([Cl:23])[c:18]([O:21][CH3:22])[cH:19][cH:20]2)[n:13]1.